Dataset: the Open Reaction Database (ORD), a public repository of structured organic reaction records. Task: describe an organic reaction: reactants, conditions, products, and yield Reactants: O=C([O-])[O-], COCCOC, [Cl-], OB(O)c1cc(F)ccc1F, [Li+], [Na+], [Na+], O, CC(C)(C)OC(=O)N1CC(OS(=O)(=O)C(F)(F)F)=CC1c1ccccc1, c1ccc(P(c2ccccc2)(c2ccccc2)[Pd](P(c2ccccc2)(c2ccccc2)c2ccccc2)(P(c2ccccc2)(c2ccccc2)c2ccccc2)P(c2ccccc2)(c2ccccc2)c2ccccc2)cc1. Yields the product CC(C)(C)OC(=O)N1CC(c2cc(F)ccc2F)=CC1c1ccccc1. Reaction SMILES: [C:38](=[O:39])([O-:40])[O-:41].[CH3:46][O:47][CH2:48][CH2:49][O:50][CH3:51].[Cl-:44].[F:27][c:28]1[c:29]([B:35]([OH:36])[OH:37])[cH:30][c:31]([F:34])[cH:32][cH:33]1.[Li+:45].[Na+:42].[Na+:43].[OH2:52].[c:1]1([CH:7]2[N:8]([C:20](=[O:21])[O:22][C:23]([CH3:24])([CH3:25])[CH3:26])[CH2:9][C:10]([O:12][S:13]([C:14]([F:15])([F:16])[F:17])(=[O:18])=[O:19])=[CH:11]2)[cH:2][cH:3][cH:4][cH:5][cH:6]1.[cH:53]1[cH:54][cH:55][c:56]([P:57]([Pd:58]([P:59]([c:60]2[cH:61][cH:62][cH:63][cH:64][cH:65]2)([c:66]2[cH:67][cH:68][cH:69][cH:70][cH:71]2)[c:72]2[cH:73][cH:74][cH:75][cH:76][cH:77]2)([P:78]([c:79]2[cH:80][cH:81][cH:82][cH:83][cH:84]2)([c:85]2[cH:86][cH:87][cH:88][cH:89][cH:90]2)[c:91]2[cH:92][cH:93][cH:94][cH:95][cH:96]2)[P:97]([c:98]2[cH:99][cH:100][cH:101][cH:102][cH:103]2)([c:104]2[cH:105][cH:106][cH:107][cH:108][cH:109]2)[c:110]2[cH:111][cH:112][cH:113][cH:114][cH:115]2)([c:116]2[cH:117][cH:118][cH:119][cH:120][cH:121]2)[c:122]2[cH:123][cH:124][cH:125][cH:126][cH:127]2)[cH:128][cH:129]1>>[c:1]1([CH:7]2[N:8]([C:20](=[O:21])[O:22][C:23]([CH3:24])([CH3:25])[CH3:26])[CH2:9][C:10]([c:29]3[c:28]([F:27])[cH:33][cH:32][c:31]([F:34])[cH:30]3)=[CH:11]2)[cH:2][cH:3][cH:4][cH:5][cH:6]1. Reactants: N1CC(C1)N1N=C(C=2C1=NC=NC2N)C2=CC=C(C=C2)OC2=CC=CC=C2 (1-(3-azetanyl)-3-(4-phenoxyphenyl)-1H-pyrazolo[3,4-d]pyrimidin-4-amine), N1C=NC(=C1)CCC(=O)O (3-(1H-4-imidazolyl)propanoic acid), Cl.CN(CCCN=C=NCC)C (1-(3-dimethylaminopropyl)-3-ethylcarbodiimide hydrochloride), C(C)(C)N(C(C)C)CC (N,N-diisopropylethylamine), ON1N=NC2=C1N=CC=C2 (1-hydroxy-7-azabenzotriazole). Yields the product NC1=C2C(=NC=N1)N(N=C2C2=CC=C(C=C2)OC2=CC=CC=C2)C2CN(C2)C(CCC=2N=CNC2)=O (1-{3-[4-amino-3-(4-phenoxyphenyl)-1H-pyrazolo[3,4-d]pyrimidin-1-yl]-1-azetanyl}-3-(1H-4-imidazolyl)-1-propanone). Yield: 28.6%. As a reaction SMILES: [NH:1]1[CH2:4][CH:3]([N:5]2[C:9]3=[N:10][CH:11]=[N:12][C:13]([NH2:14])=[C:8]3[C:7]([C:15]3[CH:20]=[CH:19][C:18]([O:21][C:22]4[CH:27]=[CH:26][CH:25]=[CH:24][CH:23]=4)=[CH:17][CH:16]=3)=[N:6]2)[CH2:2]1.[NH:28]1[CH:32]=[C:31]([CH2:33][CH2:34][C:35](O)=[O:36])[N:30]=[CH:29]1.Cl.CN(C)CCCN=C=NCC.C(N(CC)C(C)C)(C)C.ON1C2N=CC=CC=2N=N1>>[NH2:14][C:13]1[N:12]=[CH:11][N:10]=[C:9]2[N:5]([CH:3]3[CH2:2][N:1]([C:35](=[O:36])[CH2:34][CH2:33][C:31]4[N:30]=[CH:29][NH:28][CH:32]=4)[CH2:4]3)[N:6]=[C:7]([C:15]3[CH:16]=[CH:17][C:18]([O:21][C:22]4[CH:27]=[CH:26][CH:25]=[CH:24][CH:23]=4)=[CH:19][CH:20]=3)[C:8]=12 |f:2.3|. Procedure details: A mixture of 1-(3-azetanyl)-3-(4-phenoxyphenyl)-1H-pyrazolo[3,4-d]pyrimidin-4-amine (0.10 g, 0.00028 mol), 3-(1H-4-imidazolyl)propanoic acid (0.050 g, 0.00035 mol), 1-(3-dimethylaminopropyl)-3-ethylcarbodiimide hydrochloride (0.0068 g, 0.00035 mol), N,N-diisopropylethylamine (0.068 g, 0.00053 mol) and 1-hydroxy-7-azabenzotriazole (0.038 g, 0.00028 mol) in anhydrous N,N-dimethylfornamide (13 mL) was stirred for eighteen hours at room temperature. The solvent was removed under reduced pressure. Th... Starting materials: CCOC(=O)c1ccc(OCc2ccc(C3CCN(C(=O)OC(C)(C)C)CC3)cn2)cc1F, CCO, Cl, [Li+], [OH-], O, O. Yields the product CC(C)(C)OC(=O)N1CCC(c2ccc(COc3ccc(C(=O)O)c(F)c3)nc2)CC1. RXN SMILES: [CH2:1]([CH3:2])[O:3][C:4](=[O:5])[c:6]1[c:7]([F:33])[cH:8][c:9]([O:10][CH2:11][c:12]2[n:13][cH:14][c:15]([CH:18]3[CH2:19][CH2:20][N:21]([C:24](=[O:25])[O:26][C:27]([CH3:28])([CH3:29])[CH3:30])[CH2:22][CH2:23]3)[cH:16][cH:17]2)[cH:31][cH:32]1.[CH3:38][CH2:39][OH:40].[ClH:37].[Li+:36].[OH-:35].[OH2:34].[OH2:41]>>[O:3]=[C:4]([OH:5])[c:6]1[c:7]([F:33])[cH:8][c:9]([O:10][CH2:11][c:12]2[n:13][cH:14][c:15]([CH:18]3[CH2:19][CH2:20][N:21]([C:24](=[O:25])[O:26][C:27]([CH3:28])([CH3:29])[CH3:30])[CH2:22][CH2:23]3)[cH:16][cH:17]2)[cH:31][cH:32]1. Reactants: NC1=NC=C(C(=N1)N)C1CCN(CC1)C1=CC=C(C=C1)[N+](=O)[O-] (2,4-diamino-5-[1-(p-nitrophenyl)-4-piperidinyl]pyrimidine), Cl (hydrochloric acid). Reagents/catalysts: [Fe] (iron). Solvent: O (water). Run at temperature 80 celsius, time 45 minute. Product: NC1=NC=C(C(=N1)N)C1CCN(CC1)C1=CC=C(C=C1)Cl (2,4-diamino-5-[1-(p-chlorophenyl)-4-piperidinyl]pyrimidine). Reaction SMILES: [NH2:1][C:2]1[N:7]=[C:6]([NH2:8])[C:5]([CH:9]2[CH2:14][CH2:13][N:12]([C:15]3[CH:20]=[CH:19][C:18]([N+]([O-])=O)=[CH:17][CH:16]=3)[CH2:11][CH2:10]2)=[CH:4][N:3]=1.[ClH:24]>O.[Fe]>[NH2:1][C:2]1[N:7]=[C:6]([NH2:8])[C:5]([CH:9]2[CH2:14][CH2:13][N:12]([C:15]3[CH:20]=[CH:19][C:18]([Cl:24])=[CH:17][CH:16]=3)[CH2:11][CH2:10]2)=[CH:4][N:3]=1. Procedure: 1 g of 2,4-diamino-5-[1-(p-nitrophenyl)-4-piperidinyl]pyrimidine was dissolved in 50 ml of water and 10 ml of conc. hydrochloric acid, treated with 700 mg of iron powder and stirred at 80° C. for 45 minutes. The mixture was filtered over a filter aid, the filtrate was cooled to 0°-5° C., diazotized with 210 mg of sodium nitrite in 2 ml of water and the resulting diazonium solution was added dropwise at 0°-5° C. to a solution of copper (I) chloride (prepared from 250 mg of copper (II) sulfate pen... Reactants: Cc1cc(C2CC2)ccc1C(=O)Nc1cccc(Br)c1C(C)(C)O[SiH2]C(C)(C)C, [Li]CCCC, C1CCOC1, CC1(C)CCCC(C)(C)N1, CN(C)C=O, CCCCCC, CCOC(C)=O, Cl, O. Yields the product CC(C)(C)[SiH2]OC(C)(C)c1c(Br)cccc1N1C(=O)c2ccc(C3CC3)cc2CC1O. RXN SMILES: [Br:16][c:17]1[c:18]([C:36]([O:37][SiH2:38][C:39]([CH3:40])([CH3:41])[CH3:42])([CH3:43])[CH3:44])[c:19]([NH:23][C:24]([c:25]2[c:26]([CH3:34])[cH:27][c:28]([CH:31]3[CH2:32][CH2:33]3)[cH:29][cH:30]2)=[O:35])[cH:20][cH:21][cH:22]1.[CH2:11]([Li:12])[CH2:13][CH2:14][CH3:15].[CH2:57]1[O:58][CH2:59][CH2:60][CH2:61]1.[CH3:1][C:2]1([CH3:3])[CH2:4][CH2:5][CH2:6][C:7]([CH3:8])([CH3:9])[NH:10]1.[CH3:45][N:46]([CH:47]=[O:48])[CH3:49].[CH3:51][CH2:52][CH2:53][CH2:54][CH2:55][CH3:56].[CH3:63][CH2:64][O:65][C:66]([CH3:67])=[O:68].[ClH:50].[OH2:62]>>[Br:16][c:17]1[c:18]([C:36]([O:37][SiH2:38][C:39]([CH3:40])([CH3:41])[CH3:42])([CH3:43])[CH3:44])[c:19]([N:23]2[C:24](=[O:35])[c:25]3[c:26]([cH:27][c:28]([CH:31]4[CH2:32][CH2:33]4)[cH:29][cH:30]3)[CH2:34][CH:47]2[OH:48])[cH:20][cH:21][cH:22]1. The reactants are C12C(C3CC(CC(C1)C3)C2)C2=CC=CC2 (2-adamantylcyclopentadiene), CO (methanol), CC(=O)C (acetone), N1CCCC1 (pyrrolidine). Run in C(C)OCC (diethyl ether), C(C)(=O)O (acetic acid), O1CCCC1 (tetrahydrofuran), C(C)O (ethanol), O (H2O). Reaction conditions: time 48 hour. Yields the product C12C(C3CC(CC(C1)C3)C2)C=2C=CC(C2)=C(C)C (3-(2-adamantyl)-6,6-dimethylfulvene). RXN SMILES: [CH:1]12[CH2:10][CH:5]3[CH2:6][CH:7]([CH2:9][CH:3]([CH2:4]3)[CH:2]1[C:11]1[CH2:15][CH:14]=[CH:13][CH:12]=1)[CH2:8]2.CO.[CH3:18][C:19]([CH3:21])=O.N1CCCC1>C(OCC)C.O.C(O)(=O)C.O1CCCC1.C(O)C>[CH:1]12[CH2:8][CH:7]3[CH2:6][CH:5]([CH2:4][CH:3]([CH2:9]3)[CH:2]1[C:11]1[CH:15]=[CH:14][C:13](=[C:19]([CH3:21])[CH3:18])[CH:12]=1)[CH2:10]2. Procedure details: To 2-adamantylcyclopentadiene (6.06 g, 30.3 mmol) was added 50 mL methanol, 50 mL ethanol, 20 mL tetrahydrofuran, 36 mL acetone (0.49 mol) and 0.5 mL pyrrolidine (0.006 mol). After stirring for 48 hours, 5 mL of acetic acid were injected, followed by 200 mL H2O and 200 mL diethyl ether. The organic layer was isolated and the aqueous layer extracted with diethyl ether (3×40 mL). The combined organic layers were extracted with H2O (3×25 mL) and with 10% aqueous NaOH (3×25 mL), dried over MgSO4, fi... Reactants: N([C@@H](CC1=CC=C(C=C1)O)C(=O)N[C@H](C)C(=O)NCC(=O)N[C@@H](CC1=CC=CC=C1)C(=O)NN)C(=O)OCC1=CC=CC=C1 (Z-Tyr-(D)-Ala-Gly-Phe-NH-NH2), C(C)(=O)O (acetic acid), Sephadex. Reagents/catalysts: [Pd] (palladium black). Run in CO (MeOH), CC(=O)OCC1=C2C=CC=CC2=C(C3=CC=CC=C31)COC(=O)C (acetic). The product is N[C@@H](CC1=CC=C(C=C1)O)C(=O)N[C@H](C)C(=O)NCC(=O)N[C@@H](CC1=CC=CC=C1)C(=O)NN (H-Tyr-(D)-Ala-Gly-Phe-NH-NH2). Reaction SMILES: [NH:1](C(OCC1C=CC=CC=1)=O)[C@H:2]([C:11]([NH:13][C@@H:14]([C:16]([NH:18][CH2:19][C:20]([NH:22][C@H:23]([C:31]([NH:33][NH2:34])=[O:32])[CH2:24][C:25]1[CH:30]=[CH:29][CH:28]=[CH:27][CH:26]=1)=[O:21])=[O:17])[CH3:15])=[O:12])[CH2:3][C:4]1[CH:9]=[CH:8][C:7]([OH:10])=[CH:6][CH:5]=1.C(O)(=O)C>CO.CC(OCC1C2C(=CC=CC=2)C(COC(C)=O)=C2C=1C=CC=C2)=O.[Pd]>[NH2:1][C@H:2]([C:11]([NH:13][C@@H:14]([C:16]([NH:18][CH2:19][C:20]([NH:22][C@H:23]([C:31]([NH:33][NH2:34])=[O:32])[CH2:24][C:25]1[CH:26]=[CH:27][CH:28]=[CH:29][CH:30]=1)=[O:21])=[O:17])[CH3:15])=[O:12])[CH2:3][C:4]1[CH:5]=[CH:6][C:7]([OH:10])=[CH:8][CH:9]=1. Procedure details: In 50 ml of MeOH is dissolved 250 mg of Z-Tyr-(D)-Ala-Gly-Phe-NH-NH2, and following addition of 0.1 ml of acetic acid, catalytic reduction is carried out with palladium black as the catalyst. The catalyst is filteredoff, the filtrate is dissolved in a small amount of 1 N-aqueous acetic acidand the solution is put on a column of Sephadex LH-20(2.5×120 cm). Elution is carried out with 1 N-aqueous acetic acid and fractions from 310ml through 335 ml are pooled and lyophilized. 95 mg (38%); [α]D22 +2... Reactants: O1C=CC=C1 (Furan), COC1=CC=C(C=C1)CC(=O)Cl (p-methoxyphenylacetyl chloride), FC(S(=O)(=O)O)(F)F (trifluoromethanesulfonic acid). Run in C(Cl)Cl (CH2Cl2), C(Cl)Cl (CH2Cl2). Product: O1C(=CC=C1)C(CC1=CC=C(C=C1)OC)=O (1-(2-Furyl)-2-(4-methoxyphenyl)-ethanone). The yield is 35.2%. As a reaction SMILES: [O:1]1[CH:5]=[CH:4][CH:3]=[CH:2]1.[CH3:6][O:7][C:8]1[CH:13]=[CH:12][C:11]([CH2:14][C:15](Cl)=[O:16])=[CH:10][CH:9]=1.FC(F)(F)S(O)(=O)=O>C(Cl)Cl>[O:1]1[CH:5]=[CH:4][CH:3]=[C:2]1[C:15](=[O:16])[CH2:14][C:11]1[CH:12]=[CH:13][C:8]([O:7][CH3:6])=[CH:9][CH:10]=1. Procedure details: Furan (5 g, 73.5 mmol) in CH2Cl2 (10 ml) was added to a solution of p-methoxyphenylacetyl chloride (2.21 g, 14.7 mmol) and trifluoromethanesulfonic acid (150 μl) in CH2Cl2 (25 ml) at reflux. The reaction was quenched after 3 hours by pouring the solution over a 10% HCl/ice slurry. The organic layer was washed with 10% aqueous NaOH, dried over MgSO4, and the solvent was removed under reduced pressure. The crude oil was chromatographed ion SiO2 (85 g), eluting with Hexane/EtOAc, 4/1, to give 20 (1...